This data is from the Open Reaction Database (ORD), a public repository of structured organic reaction records. The task is: describe an organic reaction: reactants, conditions, products, and yield Reactants: OC=1C=C(C#N)C=CC1 (3-hydroxybenzonitrile), C([O-])([O-])=O.[Cs+].[Cs+] (caesium carbonate). Solvent: C(C)#N (acetonitrile). Conditions: time 40 hour. Product: C(#N)C=1C=C(OCC=2C=C(C=CC2)C2=CC(=CC=C2)C#N)C=CC1 (3′-(3-Cyanophenoxymethyl)biphenyl-3-carbonitrile). As a reaction SMILES: O[C:2]1[CH:3]=[C:4]([CH:7]=[CH:8][CH:9]=1)[C:5]#[N:6].[C:10](=[O:13])([O-])[O-].[Cs+].[Cs+]>C(#N)C>[C:5]([C:4]1[CH:7]=[C:8]([CH:9]=[CH:2][CH:3]=1)[O:13][CH2:10][C:2]1[CH:9]=[C:8]([C:2]2[CH:9]=[CH:8][CH:7]=[C:4]([C:5]#[N:6])[CH:3]=2)[CH:7]=[CH:4][CH:3]=1)#[N:6] |f:1.2.3|. Procedure details: A solution of 500 mg of “B” and 238 mg of 3-hydroxybenzonitrile in 10 ml of acetonitrile is treated with 652 mg of caesium carbonate and stirred at room temperature for 40 hours. After customary working up, the residue is chromatographed on a reversed-phase column using acetonitrile/water 65:35. 3′-(3-Cyanophenoxymethyl)biphenyl-3-carbonitrile (“C”), FAB 311, is obtained as a colourless solid. Reactants: N1=CC=C(C=C1)N1CCNCC1 (1-(4-Pyridyl)piperazine), BrCC1=CC=C(C=C1)CCCC(=O)OC (methyl 4-(4-bromomethylphenyl)butyrate). The solvent is C(C)#N (acetonitrile), C(C)#N (acetonitrile). Reaction conditions: temperature 30 celsius. Yields the product N1=CC=C(C=C1)N1CCN(CC1)CC1=CC=C(C=C1)CCCC(=O)OC (Methyl 4-[4-[4-(4-pyridyl)piperazin-1-yl]methylphenyl]-butyrate). Reaction SMILES: [N:1]1[CH:6]=[CH:5][C:4]([N:7]2[CH2:12][CH2:11][NH:10][CH2:9][CH2:8]2)=[CH:3][CH:2]=1.Br[CH2:14][C:15]1[CH:20]=[CH:19][C:18]([CH2:21][CH2:22][CH2:23][C:24]([O:26][CH3:27])=[O:25])=[CH:17][CH:16]=1>C(#N)C>[N:1]1[CH:6]=[CH:5][C:4]([N:7]2[CH2:8][CH2:9][N:10]([CH2:14][C:15]3[CH:16]=[CH:17][C:18]([CH2:21][CH2:22][CH2:23][C:24]([O:26][CH3:27])=[O:25])=[CH:19][CH:20]=3)[CH2:11][CH2:12]2)=[CH:3][CH:2]=1. Procedure details: 1-(4-Pyridyl)piperazine (1.63 g) was dissolved in warm acetonitrile (25 ml), the solution cooled to 30° C. and with stirring, a solution of methyl 4-(4-bromomethylphenyl)butyrate in acetonitrile (5 ml) added. After 30 minutes the resulting precipitate was removed by filtration and the filtrate concentrated in vacuo to give a yellow oil. Purification by flash chromatography on silica, eluting with 0 to 4% v/v methanol/dichloromethane gave a solid. Trituration with ether and removal of the insolub... The reactants are C1(CC1)CN (cyclopropylmethylamine), C(C)OC(CC=CCC(=O)OCC)=O (3-hexenedioic acid diethyl ester). Conditions: temperature 165 celsius, time 8 hour. Product: C1(CC1)CN1C(CCC1=O)CC(=O)OCC (1-cyclopropylmethyl-2-carbethoxy methyl-5-pyrrolidone). The yield is 62.6%. RXN SMILES: [CH:1]1([CH2:4][NH2:5])[CH2:3][CH2:2]1.[CH2:6]([O:8][C:9](=[O:19])[CH2:10][CH:11]=[CH:12][CH2:13][C:14](OCC)=[O:15])[CH3:7]>>[CH:1]1([CH2:4][N:5]2[C:14](=[O:15])[CH2:13][CH2:12][CH:11]2[CH2:10][C:9]([O:8][CH2:6][CH3:7])=[O:19])[CH2:3][CH2:2]1. Procedure details: 78 g of cyclopropylmethylamine (1.1 mole) and 220 g of 3-hexenedioic acid diethyl ester are introduced into a liter autoclave. The mixture is heated to 165° C. and then kept at that temperature for 8 hours. After cooling, the product is distilled under vacuum, first eliminating the alcohol, then obtaining 155 g of a compound which distils at 157°-160° C. under 3 mm of Hg. Starting materials: Cc1ccccc1, OCc1ccccc1C(F)(F)F, BrP(Br)Br. The product is FC(F)(F)c1ccccc1CBr. As a reaction SMILES: [CH3:17][c:18]1[cH:19][cH:20][cH:21][cH:22][cH:23]1.[F:5][C:6]([c:7]1[c:8]([CH2:9][OH:10])[cH:11][cH:12][cH:13][cH:14]1)([F:15])[F:16].[P:1]([Br:2])([Br:3])[Br:4]>>[Br:2][CH2:9][c:8]1[c:7]([C:6]([F:5])([F:15])[F:16])[cH:14][cH:13][cH:12][cH:11]1. Starting materials: O.NN (hydrazine hydrate), ClC(C1=C(C=CC=C1F)F)=NN=C(C1=C(C=CC=C1F)F)Cl (bis[chloro-(2,6-difluorobenzylidene)]hydrazine). Solvent: O1CCCC1 (tetrahydrofuran). Yields the product FC1=C(C(=CC=C1)F)C=1N=NC(=NN1)C1=C(C=CC=C1F)F (3,6-bis(2,6-Difluorophenyl)-1,2,4,5-tetrazine). As a reaction SMILES: Cl[C:2](=[N:11][N:12]=[C:13](Cl)[C:14]1[C:19]([F:20])=[CH:18][CH:17]=[CH:16][C:15]=1[F:21])[C:3]1[C:8]([F:9])=[CH:7][CH:6]=[CH:5][C:4]=1[F:10].O.[NH2:24][NH2:25]>O1CCCC1>[F:10][C:4]1[CH:5]=[CH:6][CH:7]=[C:8]([F:9])[C:3]=1[C:2]1[N:24]=[N:25][C:13]([C:14]2[C:19]([F:20])=[CH:18][CH:17]=[CH:16][C:15]=2[F:21])=[N:12][N:11]=1 |f:1.2|. Reported procedure: To a solution of 0.9 g of bis[chloro-(2,6-difluorobenzylidene)]hydrazine [prepared in the preceding step b.)] in 18 ml of tetrahydrofuran of 40° C. temperature, 0.59 ml of hydrazine hydrate is dropped over 1 minute. After filtering the precipitate is washed with water and dried to give 0.5 g of desired product as yellow crystals. The melting point is 225.5° C. Starting materials: C(C)(=O)N1C(=NC2=NC=NC2=C1Cl)NC(C)=O (N-acetyl-2-acetamido-6-chloropurine), C(C)(=O)OCOC(COC(C)=O)COC(C)=O (1,3-diacetoxy-2-propoxymethyl acetate), C(C)S(=O)(=O)O (ethanesulfonic acid), heterocyclic. Solvent: ClCCl (dichloromethane). Product: C(C)(=O)OCC(COC(C)=O)OCN1C2=NC(=NC(=C2N=C1)Cl)NC(C)=O (9-(1,3-Diacetoxy-2-propoxymethyl)-2-acetamido-6-chloropurine). Isolated yield 23.7%. Reaction SMILES: C([N:4]1[C:12]([Cl:13])=[C:11]2[C:7](=[N:8][CH:9]=[N:10]2)[N:6]=[C:5]1[NH:14][C:15](=[O:17])[CH3:16])(=O)C.C(O[CH2:22][O:23][CH:24]([CH2:30][O:31][C:32](=[O:34])[CH3:33])[CH2:25][O:26][C:27](=[O:29])[CH3:28])(=O)C.C(S(O)(=O)=O)C>ClCCl>[C:32]([O:31][CH2:30][CH:24]([O:23][CH2:22][N:8]1[CH:9]=[N:10][C:11]2[C:7]1=[N:6][C:5]([NH:14][C:15](=[O:17])[CH3:16])=[N:4][C:12]=2[Cl:13])[CH2:25][O:26][C:27](=[O:29])[CH3:28])(=[O:34])[CH3:33]. Procedure details: A round-bottomed flask (10 ml) was charged with N-acetyl-2-acetamido-6-chloropurine (2.0 g, 7.9 mmoles), 1,3-diacetoxy-2-propoxymethyl acetate (2.7 g, 10.9 mmoles), and ethanesulfonic acid (63 mg). The mixture was heated in an oil bath maintained at 130° and a vacuum was applied. Thin layer chromatography showed no heterocyclic starting material after 1.5 hours and heating was discontinued. The mixture was dissolved in dichloromethane (50 ml) and filtered through Celite. The filtrate was evapora... The reactants are COC1=CC=C(CN2N=C(C=3C2=NC=CC3OC3=C(C=C(C=C3)N)F)C)C=C1 (4-(1-(4-methoxybenzyl)-3-methyl-1H-pyrazolo[3,4-b]pyridin-4-yloxy)-3-fluorobenzenamine), CN1C(C(CC1)C(=O)O)=O (1-methyl-2-oxopyrrolidine-3-carboxylic acid), Cl.C(C)N=C=NCCCN(C)C (N1-((ethylimino)methylene)-N3,N3-dimethylpropane-1,3-diamine hydrochloride), N1(N=NC2=C1C=CC=C2)O (1H-benzo[d][1,2,3]triazol-1-ol), C(C)N(C(C)C)C(C)C (N-ethyl-N-isopropylpropan-2-amine). Solvent: C(Cl)Cl (CH2Cl2). Product: COC1=CC=C(CN2N=C(C=3C2=NC=CC3OC3=C(C=C(C=C3)NC(=O)C3C(N(CC3)C)=O)F)C)C=C1 (N-(4-(1-(4-methoxybenzyl)-3-methyl-1H-pyrazolo[3,4-b]pyridin-4-yloxy)-3-fluorophenyl)-1-methyl-2-oxopyrrolidine-3-carboxamide). Yield: 73.5%. Reaction SMILES: [CH3:1][O:2][C:3]1[CH:28]=[CH:27][C:6]([CH2:7][N:8]2[C:12]3=[N:13][CH:14]=[CH:15][C:16]([O:17][C:18]4[CH:23]=[CH:22][C:21]([NH2:24])=[CH:20][C:19]=4[F:25])=[C:11]3[C:10]([CH3:26])=[N:9]2)=[CH:5][CH:4]=1.[CH3:29][N:30]1[CH2:34][CH2:33][CH:32]([C:35](O)=[O:36])[C:31]1=[O:38].Cl.C(N=C=NCCCN(C)C)C.N1(O)C2C=CC=CC=2N=N1.C(N(C(C)C)C(C)C)C>C(Cl)Cl>[CH3:1][O:2][C:3]1[CH:4]=[CH:5][C:6]([CH2:7][N:8]2[C:12]3=[N:13][CH:14]=[CH:15][C:16]([O:17][C:18]4[CH:23]=[CH:22][C:21]([NH:24][C:35]([CH:32]5[CH2:33][CH2:34][N:30]([CH3:29])[C:31]5=[O:38])=[O:36])=[CH:20][C:19]=4[F:25])=[C:11]3[C:10]([CH3:26])=[N:9]2)=[CH:27][CH:28]=1 |f:2.3|. Procedure: A 100 mL round-bottomed flask was charged with 4-(1-(4-methoxybenzyl)-3-methyl-1H-pyrazolo[3,4-b]pyridin-4-yloxy)-3-fluorobenzenamine (15.0 mg, 0.040 mmol; obtained from Example 5, Step D), 1-methyl-2-oxopyrrolidine-3-carboxylic acid (28.4 mg, 0.20 mmol), N1-((ethylimino)methylene)-N3,N3-dimethylpropane-1,3-diamine hydrochloride (38.0 mg, 0.20 mmol), 1H-benzo[d][1,2,3]triazol-1-ol (26.8 mg, 0.20 mmol), N-ethyl-N-isopropylpropan-2-amine (0.035 mL, 0.20 mmol) and CH2Cl2 (10 mL). The reaction mixtu...